Dataset: the Open Reaction Database (ORD), a public repository of structured organic reaction records. Task: describe an organic reaction: reactants, conditions, products, and yield The product is Cc1nc(I)c2sccn12. Reaction SMILES: [CH3:1][c:2]1[n:3][cH:4][c:5]2[s:6][cH:7][cH:8][n:9]12.[Cl:18][CH2:19][Cl:20].[I:10][N:11]1[C:12](=[O:13])[CH2:14][CH2:15][C:16]1=[O:17]>>[CH3:1][c:2]1[n:3][c:4]([I:10])[c:5]2[s:6][cH:7][cH:8][n:9]12. Reactants: Cc1ncc2sccn12, ClCCl, O=C1CCC(=O)N1I.